Dataset: the Open Reaction Database (ORD), a public repository of structured organic reaction records. Task: describe an organic reaction: reactants, conditions, products, and yield Product: C(C)(C)OC1=C(C=CC=C1)C=1C=2C3=C(NC2C=CC1)CCNCC3 (10-(2-Isopropoxyphenyl)-1,2,3,4,5,6-hexahydroazepino[4,5-b]indole). Reactants: C(CC)OC1=C(C=CC=C1)C=1C=2C3=C(NC2C=CC1)CCNCC3 (10-(2-propoxyphenyl)-1,2,3,4,5,6-hexahydroazepino[4,5-b]indole), ICCC (1-iodopropane). As a reaction SMILES: [CH2:1]([O:4][C:5]1[CH:10]=[CH:9][CH:8]=[CH:7][C:6]=1[C:11]1[C:12]2[C:13]3[CH2:24][CH2:23][NH:22][CH2:21][CH2:20][C:14]=3[NH:15][C:16]=2[CH:17]=[CH:18][CH:19]=1)[CH2:2]C.I[CH2:26]CC>>[CH:1]([O:4][C:5]1[CH:10]=[CH:9][CH:8]=[CH:7][C:6]=1[C:11]1[C:12]2[C:13]3[CH2:24][CH2:23][NH:22][CH2:21][CH2:20][C:14]=3[NH:15][C:16]=2[CH:17]=[CH:18][CH:19]=1)([CH3:26])[CH3:2]. Procedure: Following the procedure for the preparation of 10-(2-propoxyphenyl)-1,2,3,4,5,6-hexahydroazepino[4,5-b]indole and substituting 2-iodopropane for 1-iodopropane while making non-critical variations the title compound was obtained as 236 mg (56%) of a brown oil: 1H NMR (400 MHz, CDCl3) δ 7.88 (br s, 1H), 7.36-7.26 (m, 3H), 7.16-7.12 (m, 1H), 7.05-7.00 (m, 2H), 6.95 (d, J=7.2 Hz, 1H), 4.33-4.27 (m, 1H), 3.11-3.03 (m, 2H), 2.96-2.94 (m, 2H), 2.87-2.81 (m, 2H), 2.48-2.35 (m, 2H), 1.15-1.08 (m, 6H); HR... Starting materials: CC(C)(C)NCc1ccccc1, O=C(Cl)CCl, ClCCCl, [Na+], [OH-]. Product: CC(C)(C)N(Cc1ccccc1)C(=O)CCl. As a reaction SMILES: [CH2:1]([c:2]1[cH:3][cH:4][cH:5][cH:6][cH:7]1)[NH:8][C:9]([CH3:10])([CH3:11])[CH3:12].[Cl:15][CH2:16][C:17](=[O:18])[Cl:19].[Cl:20][CH2:21][CH2:22][Cl:23].[Na+:14].[OH-:13]>>[CH2:1]([c:2]1[cH:3][cH:4][cH:5][cH:6][cH:7]1)[N:8]([C:9]([CH3:10])([CH3:11])[CH3:12])[C:17]([CH2:16][Cl:15])=[O:18]. The reactants are CCOCC, Cn1c(C(F)(F)F)cc(=O)n(-c2cc(N=C3SCC(=O)N3CC(=O)OC(C)(C)C)c(Cl)cc2F)c1=O, O=C(O)C(F)(F)F. Product: Cn1c(C(F)(F)F)cc(=O)n(-c2cc(N=C3SCC(=O)N3CC(=O)O)c(Cl)cc2F)c1=O. RXN SMILES: [CH3:44][CH2:45][O:46][CH2:47][CH3:48].[Cl:1][c:2]1[c:3]([N:22]=[C:23]2[S:24][CH2:25][C:26](=[O:36])[N:27]2[CH2:28][C:29](=[O:30])[O:31][C:32]([CH3:33])([CH3:34])[CH3:35])[cH:4][c:5](-[n:9]2[c:10](=[O:21])[n:11]([CH3:20])[c:12]([C:16]([F:17])([F:18])[F:19])[cH:13][c:14]2=[O:15])[c:6]([F:8])[cH:7]1.[OH:37][C:38]([C:39]([F:40])([F:41])[F:42])=[O:43]>>[Cl:1][c:2]1[c:3]([N:22]=[C:23]2[S:24][CH2:25][C:26](=[O:36])[N:27]2[CH2:28][C:29](=[O:30])[OH:31])[cH:4][c:5](-[n:9]2[c:10](=[O:21])[n:11]([CH3:20])[c:12]([C:16]([F:17])([F:18])[F:19])[cH:13][c:14]2=[O:15])[c:6]([F:8])[cH:7]1. Starting materials: CCOC(=O)C(C)(C)Br, O=C([O-])[O-], CC#N, [Cs+], [Cs+], Oc1ccccc1. Yields the product CCOC(=O)C(C)(C)Oc1ccccc1. Reaction SMILES: [Br:8][C:9]([C:10](=[O:11])[O:12][CH2:13][CH3:14])([CH3:15])[CH3:16].[C:17](=[O:18])([O-:19])[O-:20].[CH3:23][C:24]#[N:25].[Cs+:21].[Cs+:22].[OH:1][c:2]1[cH:3][cH:4][cH:5][cH:6][cH:7]1>>[O:1]([c:2]1[cH:3][cH:4][cH:5][cH:6][cH:7]1)[C:9]([C:10](=[O:11])[O:12][CH2:13][CH3:14])([CH3:15])[CH3:16]. Starting materials: CC(=O)[O-], NS(=O)(=O)c1ccc(Cl)c([N+](=O)[O-])c1, Cl, [Na+], O, OCCS. Product: NS(=O)(=O)c1ccc(SCCO)c([N+](=O)[O-])c1. Reaction SMILES: [CH3:6][C:7](=[O:8])[O-:9].[Cl:10][c:11]1[c:12]([N+:21](=[O:22])[O-:23])[cH:13][c:14]([S:17](=[O:18])(=[O:19])[NH2:20])[cH:15][cH:16]1.[ClH:24].[Na+:5].[OH2:25].[SH:1][CH2:2][CH2:3][OH:4]>>[S:1]([CH2:2][CH2:3][OH:4])[c:11]1[c:12]([N+:21](=[O:22])[O-:23])[cH:13][c:14]([S:17](=[O:18])(=[O:19])[NH2:20])[cH:15][cH:16]1. The reactants are [Br-], CN1CCC(CN2CCNCC2)CC1, O=C(Cl)Oc1ccc(Oc2ccc(C(F)(F)F)cn2)cc1, [K+]. Product: CN1CCC(CN2CCN(C(=O)Oc3ccc(Oc4ccc(C(F)(F)F)cn4)cc3)CC2)CC1. As a reaction SMILES: [Br-:36].[CH3:22][N:23]1[CH2:24][CH2:25][CH:26]([CH2:29][N:30]2[CH2:31][CH2:32][NH:33][CH2:34][CH2:35]2)[CH2:27][CH2:28]1.[Cl:1][C:2](=[O:3])[O:4][c:5]1[cH:6][cH:7][c:8]([O:11][c:12]2[n:13][cH:14][c:15]([C:18]([F:19])([F:20])[F:21])[cH:16][cH:17]2)[cH:9][cH:10]1.[K+:37]>>[C:2](=[O:3])([O:4][c:5]1[cH:6][cH:7][c:8]([O:11][c:12]2[n:13][cH:14][c:15]([C:18]([F:19])([F:20])[F:21])[cH:16][cH:17]2)[cH:9][cH:10]1)[N:33]1[CH2:32][CH2:31][N:30]([CH2:29][CH:26]2[CH2:25][CH2:24][N:23]([CH3:22])[CH2:28][CH2:27]2)[CH2:35][CH2:34]1. Reactants: C(C)OC(=O)CN1C(C(=CC=C1)O)=O (1-Ethoxycarbonylmethyl-3-hydroxypyrid-2-one), C(C1=CC=CC=C1)Cl (benzyl chloride), [OH-].[Na+] (NaOH). Solvent: CO.O (methanol water). Yields the product C(C1=CC=CC=C1)OC=1C(N(C=CC1)CC(=O)O)=O (3-benzyloxy-1-carboxymethylpyrid-2-one). Isolated yield 41.0%. As a reaction SMILES: C([O:3][C:4]([CH2:6][N:7]1[CH:12]=[CH:11][CH:10]=[C:9]([OH:13])[C:8]1=[O:14])=[O:5])C.[CH2:15](Cl)[C:16]1[CH:21]=[CH:20][CH:19]=[CH:18][CH:17]=1.[OH-].[Na+]>CO.O>[CH2:15]([O:13][C:9]1[C:8](=[O:14])[N:7]([CH2:6][C:4]([OH:3])=[O:5])[CH:12]=[CH:11][CH:10]=1)[C:16]1[CH:21]=[CH:20][CH:19]=[CH:18][CH:17]=1 |f:2.3,4.5|. Procedure details: 1-Ethoxycarbonylmethyl-3-hydroxypyrid-2-one (10 g), prepared as described under Example 2, is dissolved in methanol/water (9:1 v/v) (400 ml). To this solution is added benzyl chloride (3 molar excess) and NaOH until the pH is above 12. The mixture is then refluxed for six hours to give a clear orange solution. The methanol is removed by rotary evaporation and the aqueous solution is extracted with dichloromethane to remove excess benzyl chloride. The aqueous phase is diluted slightly by adding e... Reaction conditions: time 2 hour. Run in O1CCOCC1 (dioxan), O (water). Reported procedure: Methyl 3-methoxy-5-methylsulfonylbenzoate (D14) (2.94 g) was dissolved in dioxan (18 ml) and lithium hydroxide monohydrate (0.762 g) in water (18 ml) was added. The mixture was stirred at room temperature for 2 h and then sufficient Amberlyst-15 H+ resin was added to adjust the pH to ˜4. The resin was removed by filtration and washed well with dioxan and the combined filtrates were evaporated. The residue was triturated with ether to give D15 as a pale buff solid (2 crops, 2.29 g). The product is COC=1C=C(C(=O)O)C=C(C1)S(=O)(=O)C (3-Methoxy-5-methylsulfonylbenzoic acid). RXN SMILES: [CH3:1][O:2][C:3]1[CH:4]=[C:5]([CH:10]=[C:11]([S:13]([CH3:16])(=[O:15])=[O:14])[CH:12]=1)[C:6]([O:8]C)=[O:7].O.[OH-].[Li+]>O1CCOCC1.O>[CH3:1][O:2][C:3]1[CH:4]=[C:5]([CH:10]=[C:11]([S:13]([CH3:16])(=[O:15])=[O:14])[CH:12]=1)[C:6]([OH:8])=[O:7] |f:1.2.3|. The reactants are COC=1C=C(C(=O)OC)C=C(C1)S(=O)(=O)C (Methyl 3-methoxy-5-methylsulfonylbenzoate), O.[OH-].[Li+] (lithium hydroxide monohydrate). Reactants: BrCC1=CC2=CC=CC=C2C=C1 (2-bromomethylnaphthalene), OC=1C=C(C(=O)OCC)C=CC1 (ethyl 3-hydroxybenzoate). Yields the product C1=C(C=CC2=CC=CC=C12)COC=1C=C(C(=O)OCC)C=CC1 (ethyl 3-(naphth-2-ylmethoxy)benzoate). The yield is 85.0%. Reaction SMILES: Br[CH2:2][C:3]1[CH:12]=[CH:11][C:10]2[C:5](=[CH:6][CH:7]=[CH:8][CH:9]=2)[CH:4]=1.[OH:13][C:14]1[CH:15]=[C:16]([CH:22]=[CH:23][CH:24]=1)[C:17]([O:19][CH2:20][CH3:21])=[O:18]>>[CH:4]1[C:5]2[C:10](=[CH:9][CH:8]=[CH:7][CH:6]=2)[CH:11]=[CH:12][C:3]=1[CH2:2][O:13][C:14]1[CH:15]=[C:16]([CH:22]=[CH:23][CH:24]=1)[C:17]([O:19][CH2:20][CH3:21])=[O:18]. Procedure: In an analogous procedure to that described in Example 1, 2-bromomethylnaphthalene was reacted with ethyl 3-hydroxybenzoate to give ethyl 3-(naphth-2-ylmethoxy)benzoate in 85% yield, m.p. 45°-46.5° C.